This data is from the Open Reaction Database (ORD), a public repository of structured organic reaction records. The task is: describe an organic reaction: reactants, conditions, products, and yield The reactants are NC1=NC=C(C=C1C1=CC(=C(C(=O)OC)C=C1)F)B1OC(C(O1)(C)C)(C)C (methyl 4-(2-amino-5-(4,4,5,5-tetramethyl-1,3,2-dioxaborolan-2-yl)pyridin-3-yl)-2-fluorobenzoate), FC(N1N=C(C(=C1)I)C)F (1-(difluoromethyl)-4-iodo-3-methyl-1H-pyrazole), C(=O)([O-])[O-].[Na+].[Na+] (Na2CO3), [O-]S(=O)(=O)[O-].[Na+].[Na+] (Na2SO4). Reagents/catalysts: C1=CC=C(C=C1)P([C-]2C=CC=C2)C3=CC=CC=C3.C1=CC=C(C=C1)P([C-]2C=CC=C2)C3=CC=CC=C3.Cl[Pd]Cl.[Fe+2] (PdCl2(dppf)). Run in COCCOC (DME), CCOC(=O)C (EtOAc). Reaction conditions: temperature 100 celsius. The product is NC1=NC=C(C=C1C1=CC(=C(C(=O)OC)C=C1)F)C=1C=NN(C1)C (methyl 4-(2-amino-5-(1-methyl-1H-pyrazol-4-yl)pyridin-3-yl)-2-fluorobenzoate). RXN SMILES: [NH2:1][C:2]1[C:7]([C:8]2[CH:17]=[CH:16][C:11]([C:12]([O:14][CH3:15])=[O:13])=[C:10]([F:18])[CH:9]=2)=[CH:6][C:5](B2OC(C)(C)C(C)(C)O2)=[CH:4][N:3]=1.F[CH:29](F)[N:30]1[CH:34]=[C:33](I)[C:32](C)=[N:31]1.C([O-])([O-])=O.[Na+].[Na+].[O-]S([O-])(=O)=O.[Na+].[Na+]>C1C=CC(P(C2C=CC=CC=2)[C-]2C=CC=C2)=CC=1.C1C=CC(P(C2C=CC=CC=2)[C-]2C=CC=C2)=CC=1.Cl[Pd]Cl.[Fe+2].CCOC(C)=O.COCCOC>[NH2:1][C:2]1[C:7]([C:8]2[CH:17]=[CH:16][C:11]([C:12]([O:14][CH3:15])=[O:13])=[C:10]([F:18])[CH:9]=2)=[CH:6][C:5]([C:33]2[CH:32]=[N:31][N:30]([CH3:29])[CH:34]=2)=[CH:4][N:3]=1 |f:2.3.4,5.6.7,8.9.10.11|. Procedure details: A mixture of crude methyl 4-(2-amino-5-(4,4,5,5-tetramethyl-1,3,2-dioxaborolan-2-yl)pyridin-3-yl)-2-fluorobenzoate (712 mg, 1.912 mmol), 1-(difluoromethyl)-4-iodo-3-methyl-1H-pyrazole (740 mg, 2.87 mmol), PdCl2(dppf) (70.0 mg, 0.096 mmol), DME (7.899 mL), and 2M Na2CO3 (3.95 mL) was heated at 100° C. overnight. After adding Na2SO4 followed by dilution with EtOAc, the reaction mixture was filtered off and the resulting volatile materials were concentrated in vacuo. The crude product was purified ... Reactants: CC(C)(C(=O)C1=CC=C(C=C1)OCCO)O (Irgacure 2959), C1(CCC(=O)O1)=O (succinic anhydride). The product is CC(C)(C(=O)C1=CC=C(C=C1)OCCO)O.C(CC(=O)[O-])C(=O)[O-] (Irgacure 2959 monosuccinate). Reaction SMILES: [CH3:1][C:2]([OH:16])([C:4]([C:6]1[CH:11]=[CH:10][C:9]([O:12][CH2:13][CH2:14][OH:15])=[CH:8][CH:7]=1)=[O:5])[CH3:3].[C:17]1(=[O:23])[O:22][C:20](=[O:21])[CH2:19][CH2:18]1>>[CH3:3][C:2]([OH:16])([C:4]([C:6]1[CH:11]=[CH:10][C:9]([O:12][CH2:13][CH2:14][OH:15])=[CH:8][CH:7]=1)=[O:5])[CH3:1].[CH2:19]([C:20]([O-:5])=[O:21])[CH2:18][C:17]([O-:22])=[O:23] |f:2.3|. Procedure details: As an illustrative example, a tri-functional compound can be prepared as follows. Irgacure 2959 (4-(2-hydroxyethoxy)phenyl-(2-hydroxy-2-propyl)ketone) can be reacted with succinic anhydride (reflux in triethylamine/Toluene) to obtain Irgacure 2959-monosuccinate. Norbloc (2-{3-(2H-Benxotriazol-2-yl)-4-hydroxyphenyl}ethyl methacrylate) is reacted with the obtained Irgacure 2959-monosuccinate in the presence of N,N-dicyclohexyl carbodiimide (DCC) and 4-(dimethylamino)pyridine (D-MAP) to obtain conj... Reactants: Cl (hydrochloric acid), BrC=1C=C(C=CC1)C=1C2=CC=CC=C2C=2C=CC=CC2C1 (9-(3-bromophenyl)phenanthrene), B(OC(C)C)(OC(C)C)OC(C)C (triisopropyl borate), C(CCC)[Li] (n-butyllithium). Solvent: ClCCl (dichloromethane), C1CCOC1 (THF), CCCCCC (hexane). Run at temperature -60 celsius, time 8 hour. The product is C1=CC=CC=2C3=CC=CC=C3C(=CC12)C=1C=C(C=CC1)B(O)O (3-(9-phenanthrenyl)phenylboronic acid). Isolated yield 67.0%. Reaction SMILES: Br[C:2]1[CH:3]=[C:4]([C:8]2[C:9]3[C:14]([C:15]4C=CC=C[C:20]=4[CH:21]=2)=[CH:13][CH:12]=[CH:11][CH:10]=3)[CH:5]=[CH:6][CH:7]=1.[CH2:22]([Li])[CH2:23][CH2:24][CH3:25].[B:27](OC(C)C)([O:32]C(C)C)[O:28]C(C)C.Cl>ClCCl.CCCCCC.C1COCC1>[CH:22]1[C:20]2[CH:21]=[C:8]([C:4]3[CH:3]=[C:2]([B:27]([OH:32])[OH:28])[CH:7]=[CH:6][CH:5]=3)[C:9]3[C:14](=[CH:13][CH:12]=[CH:11][CH:10]=3)[C:15]=2[CH:25]=[CH:24][CH:23]=1. Procedure details: In argon atmosphere, a liquid mixture of 15.45 g (46.4 mmol) of 9-(3-bromophenyl)phenanthrene and 150 ml of dry THF was cooled to −60° C., and 35.9 ml (55.6 mmol) of a 1.55 M hexane solution of n-butyllithium was added dropwise under stirring. Then, the reaction mixture was stirred at −60° C. for 2 h. The reaction solution was cooled again to −60° C., and 26.2 g (139 mol) of triisopropyl borate was added dropwise. The reaction mixture was heated up to room temperature, stirred for one hour, and ... The reactants are C(C)S(=O)(=O)C1=C(C=CC=C1)C(C)=O (2′-ethylsulfonylacetophenone), [Br-].[Br-].[Br-].C1(=CC=CC=C1)[N+](C)(C)C.C1(=CC=CC=C1)[N+](C)(C)C.C1(=CC=CC=C1)[N+](C)(C)C (phenyltrimethylammonium tribromide), S(=S)(=O)([O-])[O-].[Na+].[Na+] (sodium thiosulfate). Solvent: C1CCOC1 (THF). Conditions: time 3 hour. The product is BrCC(=O)C1=C(C=CC=C1)S(=O)(=O)CC (2-bromo-2′-ethylsulfonylacetophenone). Yield: 164.0%. Reaction SMILES: [CH2:1]([S:3]([C:6]1[CH:11]=[CH:10][CH:9]=[CH:8][C:7]=1[C:12](=[O:14])[CH3:13])(=[O:5])=[O:4])[CH3:2].[Br-:15].[Br-].[Br-].C1([N+](C)(C)C)C=CC=CC=1.C1([N+](C)(C)C)C=CC=CC=1.C1([N+](C)(C)C)C=CC=CC=1.S([O-])([O-])(=O)=S.[Na+].[Na+]>C1COCC1>[Br:15][CH2:13][C:12]([C:7]1[CH:8]=[CH:9][CH:10]=[CH:11][C:6]=1[S:3]([CH2:1][CH3:2])(=[O:5])=[O:4])=[O:14] |f:1.2.3.4.5.6,7.8.9|. Reported procedure: A mixture of 1.0 g of 2′-ethylsulfonylacetophenone, 1.86 g of phenyltrimethylammonium tribromide and 10 ml of THF was stirred at room temperature for 3 hours. A 10% aqueous sodium thiosulfate solution was poured to the reaction mixture, and the mixture was extracted with t-butyl methyl ether. The organic layer was washed with water and dried over anhydrous magnesium sulfate, then concentrated under reduced pressure to obtain 1.37 g of 2-bromo-2′-ethylsulfonylacetophenone. Reactants: C(#N)C=1C=C2C=3CC(CCC3NC2=CC1)NC(=O)C1CC1 (cyclopropanecarboxylic acid(6-cyano-2,3,4,9-tetrahydro-1H-carbazol-3-yl)amide), BrCC1=NC(=CC=C1)F (2-bromomethyl-6-fluoro-pyridine). Product: C(#N)C=1C=C2C=3CC(CCC3N(C2=CC1)CC1=NC(=CC=C1)F)NC(=O)C1CC1 (Cyclopropanecarboxylic acid[6-cyano-9-(6-fluoro-pyridin-2-ylmethyl)-2,3,4,9-tetrahydro-1H-carbazol-3-yl]-amide). Reaction SMILES: [C:1]([C:3]1[CH:4]=[C:5]2[C:13](=[CH:14][CH:15]=1)[NH:12][C:11]1[CH2:10][CH2:9][CH:8]([NH:16][C:17]([CH:19]3[CH2:21][CH2:20]3)=[O:18])[CH2:7][C:6]2=1)#[N:2].Br[CH2:23][C:24]1[CH:29]=[CH:28][CH:27]=[C:26]([F:30])[N:25]=1>>[C:1]([C:3]1[CH:4]=[C:5]2[C:13](=[CH:14][CH:15]=1)[N:12]([CH2:23][C:24]1[CH:29]=[CH:28][CH:27]=[C:26]([F:30])[N:25]=1)[C:11]1[CH2:10][CH2:9][CH:8]([NH:16][C:17]([CH:19]3[CH2:21][CH2:20]3)=[O:18])[CH2:7][C:6]2=1)#[N:2]. Reported procedure: Prepare the title compound from cyclopropanecarboxylic acid(6-cyano-2,3,4,9-tetrahydro-1H-carbazol-3-yl)amide (Preparation 69) (10.0 g, 35.8 mmol) and 2-bromomethyl-6-fluoro-pyridine (Preparation 44) (7.49 g, 39.4 mmol) by essentially following procedures as described in Preparation 45 to obtain 4.30 g (31%) of a salmon colored solid. Resolve the enantiomers using chiral chromatography essentially as described for Example 194, but using 0.2% DMEA/EtOH eluent. (R)-Isomer is first to elute. Slurry... The reactants are CC(=O)N1c2ccc(NC(=O)CBr)cc2C(C)(c2ccccc2)CC1(C)C, CCN(C(C)C)C(C)C, NCc1ccc(F)cc1F, C1COCCO1. Product: CC(=O)N1c2ccc(NC(=O)CNCc3ccc(F)cc3F)cc2C(C)(c2ccccc2)CC1(C)C. RXN SMILES: [C:1]([CH3:2])(=[O:3])[N:4]1[C:5]([CH3:26])([CH3:27])[CH2:6][C:7]([CH3:19])([c:20]2[cH:21][cH:22][cH:23][cH:24][cH:25]2)[c:8]2[cH:9][c:10]([NH:14][C:15]([CH2:16][Br:17])=[O:18])[cH:11][cH:12][c:13]21.[CH:38]([N:39]([CH2:40][CH3:41])[CH:42]([CH3:43])[CH3:44])([CH3:45])[CH3:46].[F:28][c:29]1[c:30]([CH2:31][NH2:32])[cH:33][cH:34][c:35]([F:37])[cH:36]1.[O:47]1[CH2:48][CH2:49][O:50][CH2:51][CH2:52]1>>[C:1]([CH3:2])(=[O:3])[N:4]1[C:5]([CH3:26])([CH3:27])[CH2:6][C:7]([CH3:19])([c:20]2[cH:21][cH:22][cH:23][cH:24][cH:25]2)[c:8]2[cH:9][c:10]([NH:14][C:15]([CH2:16][NH:32][CH2:31][c:30]3[c:29]([F:28])[cH:36][c:35]([F:37])[cH:34][cH:33]3)=[O:18])[cH:11][cH:12][c:13]21. The reactants are CCSc1ncn(C(=O)n2cnc(SCC)n2)n1, CCSc1nc[nH]n1, CCCNCCC, O=C(Cl)Cl, C1CCOC1, c1ccncc1. The product is CCCN(CCC)C(=O)n1cnc(SCC)n1. RXN SMILES: [C:13](=[O:14])([n:15]1[n:16][c:17]([S:20][CH2:21][CH3:22])[n:18][cH:19]1)[n:23]1[cH:24][n:25][c:26]([S:27][CH2:28][CH3:29])[n:30]1.[CH2:1]([S:2][c:3]1[n:4][cH:5][nH:6][n:7]1)[CH3:8].[CH2:31]([CH2:32][CH3:33])[NH:34][CH2:35][CH2:36][CH3:37].[Cl:9][C:10](=[O:11])[Cl:12].[O:38]1[CH2:39][CH2:40][CH2:41][CH2:42]1.[cH:43]1[cH:44][cH:45][n:46][cH:47][cH:48]1>>[C:13](=[O:14])([n:15]1[n:16][c:17]([S:20][CH2:21][CH3:22])[n:18][cH:19]1)[N:34]([CH2:31][CH2:32][CH3:33])[CH2:35][CH2:36][CH3:37]. Starting materials: C1(CCCCC1)P(C1=C(C=CC=C1)C1=C(C=C(C=C1C(C)C)C(C)C)C(C)C)C1CCCCC1 (dicyclohexyl(2′,4′,6′-triisopropylbiphenyl-2-yl)phosphine), O1CCN(CC1)C=1C=C(C=NC1)N (5-morpholinopyridin-3-amine), ClC1=C(C(=NC2=CC(=CC(=C12)F)F)C=1C=CC(=NC1)N1CCOCC1)C (4-(5-(4-chloro-5,7-difluoro-3-methylquinolin-2-yl)pyridin-2-yl)morpholine), CC(C)([O-])C.[Na+] (sodium tert-butoxide). Reagents/catalysts: C=1C=CC(=CC1)/C=C/C(=O)/C=C/C2=CC=CC=C2.C=1C=CC(=CC1)/C=C/C(=O)/C=C/C2=CC=CC=C2.C=1C=CC(=CC1)/C=C/C(=O)/C=C/C2=CC=CC=C2.[Pd].[Pd] (Pd2dba3). The solvent is C1(=CC=CC=C1)C (toluene). The product is FC1=C2C(=C(C(=NC2=CC(=C1)F)C=1C=NC(=CC1)N1CCOCC1)C)NC=1C=NC=C(C1)N1CCOCC1 (5,7-difluoro-3-methyl-N-(5-morpholinopyridin-3-yl)-2-(6-morpholinopyridin-3-yl)quinolin-4-amine). RXN SMILES: C1(P(C2CCCCC2)C2C=CC=CC=2C2C(C(C)C)=CC(C(C)C)=CC=2C(C)C)CCCCC1.[O:35]1[CH2:40][CH2:39][N:38]([C:41]2[CH:42]=[C:43]([NH2:47])[CH:44]=[N:45][CH:46]=2)[CH2:37][CH2:36]1.Cl[C:49]1[C:58]2[C:53](=[CH:54][C:55]([F:60])=[CH:56][C:57]=2[F:59])[N:52]=[C:51]([C:61]2[CH:62]=[CH:63][C:64]([N:67]3[CH2:72][CH2:71][O:70][CH2:69][CH2:68]3)=[N:65][CH:66]=2)[C:50]=1[CH3:73].CC(C)([O-])C.[Na+]>C1(C)C=CC=CC=1.C1C=CC(/C=C/C(/C=C/C2C=CC=CC=2)=O)=CC=1.C1C=CC(/C=C/C(/C=C/C2C=CC=CC=2)=O)=CC=1.C1C=CC(/C=C/C(/C=C/C2C=CC=CC=2)=O)=CC=1.[Pd].[Pd]>[F:59][C:57]1[CH:56]=[C:55]([F:60])[CH:54]=[C:53]2[C:58]=1[C:49]([NH:47][C:43]1[CH:44]=[N:45][CH:46]=[C:41]([N:38]3[CH2:39][CH2:40][O:35][CH2:36][CH2:37]3)[CH:42]=1)=[C:50]([CH3:73])[C:51]([C:61]1[CH:66]=[N:65][C:64]([N:67]3[CH2:72][CH2:71][O:70][CH2:69][CH2:68]3)=[CH:63][CH:62]=1)=[N:52]2 |f:3.4,6.7.8.9.10|. Procedure: The Buchwald coupled product was prepared according to Procedure S using of dicyclohexyl(2′,4′,6′-triisopropylbiphenyl-2-yl)phosphine (0.020 g, 0.043 mmol), 5-morpholinopyridin-3-amine (0.057 g, 0.32 mmol), 4-(5-(4-chloro-5,7-difluoro-3-methylquinolin-2-yl)pyridin-2-yl)morpholine (0.1 g, 0.27 mmol), Pd2dba3 (0.010 g, 0.011 mmol) and sodium tert-butoxide (0.064 g, 0.67 mmol) in toluene (2.7 mL) at 100° C. for 2.5 h. The crude product was purified by column chromatography on silica gel (0 to 100% ... The reactants are FC(C=1C=C(CN([C@@H]2C3=C(NCCC2)C=C(C(=C3)C)C(F)(F)F)C=3N=NN(N3)C)C=C(C1)C(F)(F)F)(F)F ((S)-(3,5-bistrifluoromethylbenzyl)-(2-methyl-2H-tetrazol-5-yl)-(7-methyl-8-trifluoromethyl-2,3,4,5-tetrahydro-1H-benzo[b]azepin-5-yl)amine), N1=CC=CC=C1 (pyridine), C(C)C(C(=O)Cl)CC (2-ethyl-butyryl chloride). Run in C(Cl)Cl (methylene chloride). Conditions: time 1 hour. The product is FC(C=1C=C(CN([C@@H]2C3=C(N(CCC2)C(C(CC)CC)=O)C=C(C(=C3)C)C(F)(F)F)C=3N=NN(N3)C)C=C(C1)C(F)(F)F)(F)F ((S)-1-{5-[(3,5-Bis-trifluoromethyl-benzyl)-(2-methyl-2H-tetrazol-5-yl)-amino]-7-methyl-8-trifluoromethyl-2,3,4,5-tetrahydro-benzo[b]azepin-1-yl}-2-ethyl-butan-1-one). Yield: 106.7%. Reaction SMILES: [CH2:1]([CH:3]([CH2:7][CH3:8])[C:4](Cl)=[O:5])[CH3:2].[F:9][C:10]([F:46])([F:45])[C:11]1[CH:12]=[C:13]([CH:38]=[C:39]([C:41]([F:44])([F:43])[F:42])[CH:40]=1)[CH2:14][N:15]([C:32]1[N:33]=[N:34][N:35]([CH3:37])[N:36]=1)[C@H:16]1[CH2:22][CH2:21][CH2:20][NH:19][C:18]2[CH:23]=[C:24]([C:28]([F:31])([F:30])[F:29])[C:25]([CH3:27])=[CH:26][C:17]1=2.N1C=CC=CC=1>C(Cl)Cl>[F:45][C:10]([F:9])([F:46])[C:11]1[CH:12]=[C:13]([CH:38]=[C:39]([C:41]([F:44])([F:42])[F:43])[CH:40]=1)[CH2:14][N:15]([C:32]1[N:33]=[N:34][N:35]([CH3:37])[N:36]=1)[C@H:16]1[CH2:22][CH2:21][CH2:20][N:19]([C:4](=[O:5])[CH:3]([CH2:7][CH3:8])[CH2:1][CH3:2])[C:18]2[CH:23]=[C:24]([C:28]([F:29])([F:30])[F:31])[C:25]([CH3:27])=[CH:26][C:17]1=2. Procedure: Add 2-ethyl-butyryl chloride (0.014 g, 0.108 mmol) dropwise under an atmosphere of nitrogen to a 0° C. cooled solution of (S)-(3,5-bis-trifluoromethyl-benzyl)-(2-methyl-2H-tetrazol-5-yl)-(7-methyl-8-trifluoromethyl-2,3,4,5-tetrahydro-1H-benzo[b]azepin-5-yl)-amine (Example 3, Step 18) (0.060 g, 0.108 mmol) and pyridine (0.010 g, 0.108 mmol) in methylene chloride (5 mL). After stirring for 1 h, wash the reaction with saturated aqueous sodium bicarbonate solution (10 mL), 2N aqueous hydrogen chlori...